Dataset: the Open Reaction Database (ORD), a public repository of structured organic reaction records. Task: describe an organic reaction: reactants, conditions, products, and yield Reactants: Cl (hydrochloric acid), C(=O)C=1N(C=CC1)C=1C=C(C(=O)OC)C=CC1 (methyl 3-(2-formylpyrrol-1-yl)benzoate), C(CC(=O)O)(=O)O (malonic acid), N1CCCCC1 (piperidine). Solvent: O (water), N1=CC=CC=C1 (pyridine). Run at time 3 hour. Product: C(=O)(O)/C=C/C=1N(C=CC1)C=1C=C(C(=O)OC)C=CC1 (methyl 3-[2-((E)-2-carboxyethenyl)pyrrol-1-yl)benzoate). Reaction SMILES: [CH:1]([C:3]1[N:4]([C:8]2[CH:9]=[C:10]([CH:15]=[CH:16][CH:17]=2)[C:11]([O:13][CH3:14])=[O:12])[CH:5]=[CH:6][CH:7]=1)=O.C(O)(=O)[CH2:19][C:20]([OH:22])=[O:21].N1CCCCC1.Cl>O.N1C=CC=CC=1>[C:20](/[CH:19]=[CH:1]/[C:3]1[N:4]([C:8]2[CH:9]=[C:10]([CH:15]=[CH:16][CH:17]=2)[C:11]([O:13][CH3:14])=[O:12])[CH:5]=[CH:6][CH:7]=1)([OH:22])=[O:21]. Procedure details: The mixture of methyl 3-(2-formylpyrrol-1-yl)benzoate (3.0 g), malonic acid (2.7 g), pyridine (30 ml) and piperidine (0.3 ml) was stirred for 3 hours at 90°-100° C. The reaction mixture was poured into water, and the mixture was adjusted to pH 1 with 6N-hydrochloric acid. The mixture was extracted with a mixture of ethyl acetate and tetrahydrofuran. The extract layer was washed with brine, dried over magnesium sulfate and evaporated in vacuo. The residue was recrystallized from ethanol to give m... Reactants: CCOC(=S)[S-].[K+] (potassium xanthogenate), NC1=C(C=C(C=C1N)C)OCC(CNC(C)C)O (2,3-diamino-1-[2-hydroxy-3-(2-propylamino)-propoxy]-5-methylbenzene). Yields the product OC(COC1=CC(=CC=2NC(NC21)=S)C)CNC(C)C (4-[2-Hydroxy-3-(2-propylamino)-propoxy]-6-methyl-2-benzimidazoline-thione). RXN SMILES: CCO[C:4]([S-])=[S:5].[K+].[NH2:8][C:9]1[C:14]([NH2:15])=[CH:13][C:12]([CH3:16])=[CH:11][C:10]=1[O:17][CH2:18][CH:19]([OH:25])[CH2:20][NH:21][CH:22]([CH3:24])[CH3:23]>>[OH:25][CH:19]([CH2:20][NH:21][CH:22]([CH3:23])[CH3:24])[CH2:18][O:17][C:10]1[C:9]2[NH:8][C:4](=[S:5])[NH:15][C:14]=2[CH:13]=[C:12]([CH3:16])[CH:11]=1 |f:0.1|. Reported procedure: From potassium xanthogenate and 2,3-diamino-1-[2-hydroxy-3-(2-propylamino)-propoxy]-5-methylbenzene, using the process described in Example 3, there is obtained the title compound which, after recrystallisation from ethanol, decomposes at 294°-295° C. Starting materials: CC1(CC(C(C1)=O)=O)C (4,4-dimethyl-cyclopentane-1,2-dione), COP(OC)(=O)CC(=O)C1=C(C=C(C=C1)F)C(F)(F)F ([2-(4-Fluoro-2-trifluoromethyl-phenyl)-2-oxo-ethyl]-phosphonic acid dimethyl ester), O.NN (hydrazine monohydrate). Product: FC1=CC(=C(C=C1)C1=CC2=C(N=N1)CC(C2)(C)C)C(F)(F)F (3-(4-Fluoro-2-trifluoromethyl-phenyl)-6,6-dimethyl-6,7-dihydro-5H-cyclopenta[c]pyridazine). RXN SMILES: [CH3:1][C:2]1([CH3:9])[CH2:6][C:5](=O)[C:4](=O)[CH2:3]1.COP([CH2:16][C:17]([C:19]1[CH:24]=[CH:23][C:22]([F:25])=[CH:21][C:20]=1[C:26]([F:29])([F:28])[F:27])=O)(=O)OC.O.[NH2:31][NH2:32]>>[F:25][C:22]1[CH:23]=[CH:24][C:19]([C:17]2[N:32]=[N:31][C:4]3[CH2:3][C:2]([CH3:9])([CH3:1])[CH2:6][C:5]=3[CH:16]=2)=[C:20]([C:26]([F:29])([F:28])[F:27])[CH:21]=1 |f:2.3|. Procedure details: light yellow oil. MS (ESI): 311.0 (MH+). Prepared from 4,4-dimethyl-cyclopentane-1,2-dione, [2-(4-Fluoro-2-trifluoromethyl-phenyl)-2-oxo-ethyl]-phosphonic acid dimethyl ester, hydrazine monohydrate. Reactants: ClC1=CC=C(C=C1)C1=NN(C(N1C[C@@H](C(F)(F)F)O)=O)CC(=O)NC(CCO)C1=C(C=CC=C1)C (2-{3-(4-Chlorophenyl)-5-oxo-4-[(2S)-3,3,3-trifluoro-2-hydroxypropyl]-4,5-dihydro-1H-1,2,4-triazol-1-yl}-N-[3-hydroxy-1-(2-methylphenyl)propyl]acetamide), compound, FC(CC(N)C1=CC=CC=C1)(F)F (3,3,3-trifluoro-1-phenylpropan-1-amine). Product: ClC1=CC=C(C=C1)C1=NN(C(N1C[C@@H](C(F)(F)F)O)=O)CC(=O)NC(CC(F)(F)F)C1=CC=CC=C1 (2-{3-(4-Chlorophenyl)-5-oxo-4-[(2S)-3,3,3-trifluoro-2-hydroxypropyl]-4,5-dihydro-1H-1,2,4-triazol-1-yl}-N-(3,3,3-trifluoro-1-phenylpropyl)acetamide). As a reaction SMILES: [Cl:1][C:2]1[CH:7]=[CH:6][C:5]([C:8]2[N:12]([CH2:13][C@H:14]([OH:19])[C:15]([F:18])([F:17])[F:16])[C:11](=[O:20])[N:10]([CH2:21][C:22](NC(C3C=CC=CC=3C)CCO)=[O:23])[N:9]=2)=[CH:4][CH:3]=1.[F:36][C:37]([F:48])([F:47])[CH2:38][CH:39]([C:41]1[CH:46]=[CH:45][CH:44]=[CH:43][CH:42]=1)[NH2:40]>>[Cl:1][C:2]1[CH:7]=[CH:6][C:5]([C:8]2[N:12]([CH2:13][C@H:14]([OH:19])[C:15]([F:17])([F:16])[F:18])[C:11](=[O:20])[N:10]([CH2:21][C:22]([NH:40][CH:39]([C:41]3[CH:42]=[CH:43][CH:44]=[CH:45][CH:46]=3)[CH2:38][C:37]([F:47])([F:48])[F:36])=[O:23])[N:9]=2)=[CH:4][CH:3]=1. Reported procedure: In the same way as for the compound from Example 86, 50 mg (0.14 mmol) of the compound from Example 8A and 28 mg (0.15 mmol) of 3,3,3-trifluoro-1-phenylpropan-1-amine were reacted. This gave 44 mg (59% of theory) of the target compound. Starting materials: C1(CC1)C1(CC1)N(C(C(CNC(OC(C)(C)C)=O)CC1=CC=C(C=C1)OCCOC1=C(C=C(C=C1Cl)C)Cl)=O)CC1=CC(=CC(=C1)CCCOC)O (tert-Butyl (3-{cyclopropyl[3-hydroxy-5-(3-methoxypropyl)benzyl](cyclopropyl)amino}-2-{4-[2-(2,6-dichloro-4-methylphenoxy)ethoxy]benzyl}-3-oxopropyl)carbamate), ClC(Cl)(OC(OC(Cl)(Cl)Cl)=O)Cl (triphosgene), NCC(C(=O)N)(C)C (3-amino-2,2-dimethylpropanamide), [OH-].[Na+] (sodium hydroxide). Solvent: ClCCl (dichloromethane). Run at time 2 hour. Yields the product NC(C(CNC(OC1=CC(=CC(=C1)CCCOC)CN(C1CC1)C(C(CNC(=O)OC(C)(C)C)CC1=CC=C(C=C1)OCCOC1=C(C=C(C=C1Cl)C)Cl)=O)=O)(C)C)=O (3-{[(3-[(tert-Butoxycarbonyl)amino]-2-{4-[2-(2,6-dichloro-4-methylphenoxy)ethoxy]benzyl}propanoyl)(cyclopropyl)amino]methyl}-5-(3-methoxypropyl)phenyl (3-amino-2,2-dimethyl-3-oxopropyl)carbamate). As a reaction SMILES: C1([C:4]2([N:7]([CH2:40][C:41]3[CH:46]=[C:45]([CH2:47][CH2:48][CH2:49][O:50][CH3:51])[CH:44]=[C:43]([OH:52])[CH:42]=3)[C:8](=[O:39])[CH:9]([CH2:19][C:20]3[CH:25]=[CH:24][C:23]([O:26][CH2:27][CH2:28][O:29][C:30]4[C:35]([Cl:36])=[CH:34][C:33]([CH3:37])=[CH:32][C:31]=4[Cl:38])=[CH:22][CH:21]=3)[CH2:10][NH:11][C:12](=[O:18])[O:13][C:14]([CH3:17])([CH3:16])[CH3:15])[CH2:6][CH2:5]2)CC1.Cl[C:54](Cl)([O:56]C(=O)OC(Cl)(Cl)Cl)Cl.[OH-].[Na+].[NH2:67][CH2:68][C:69]([CH3:74])([CH3:73])[C:70]([NH2:72])=[O:71]>ClCCl>[NH2:72][C:70](=[O:71])[C:69]([CH3:74])([CH3:73])[CH2:68][NH:67][C:54](=[O:56])[O:52][C:43]1[CH:44]=[C:45]([CH2:47][CH2:48][CH2:49][O:50][CH3:51])[CH:46]=[C:41]([CH2:40][N:7]([C:8](=[O:39])[CH:9]([CH2:19][C:20]2[CH:25]=[CH:24][C:23]([O:26][CH2:27][CH2:28][O:29][C:30]3[C:35]([Cl:36])=[CH:34][C:33]([CH3:37])=[CH:32][C:31]=3[Cl:38])=[CH:22][CH:21]=2)[CH2:10][NH:11][C:12]([O:13][C:14]([CH3:17])([CH3:15])[CH3:16])=[O:18])[CH:4]2[CH2:5][CH2:6]2)[CH:42]=1 |f:2.3|. Reported procedure: To a solution of tert-butyl (3-{cyclopropyl[3-hydroxy-5-(3-methoxypropyl)benzyl] (cyclopropyl)amino}-2-{4-[2-(2,6-dichloro-4-methylphenoxy)ethoxy]benzyl}-3-oxopropyl)carbamate from Example 70, Step 2 (1 eq.) in dichloromethane (0.13 M) was added triphosgene (0.3 eq.) and then sodium hydroxide (1 M aq. solution, 3 eq.). The resulting mixture was stirred at RT for 2 h. The reaction was quenched with brine. The organic phase was separated and then added 3-amino-2,2-dimethylpropanamide (4 eq.). The ...